From a dataset of the Open Reaction Database (ORD), a public repository of structured organic reaction records. describe an organic reaction: reactants, conditions, products, and yield Starting materials: COC(CC1=CC2=CC=C(C=C2C(=C1C)C1CCN(CC1)S(=O)(=O)C1=C(C=CC=C1)Cl)F)=O ({4-[1-(2-chloro-benzenesulfonyl)-piperidin-4-yl]-6-fluoro-3-methyl-naphthalen-2-yl}-acetic acid methyl ester), O.[OH-].[Li+] (lithium hydroxide monohydrate). The solvent is C1CCOC1 (THF), O (water). Run at time 15 hour. Product: ClC1=C(C=CC=C1)S(=O)(=O)N1CCC(CC1)C1=C(C(=CC2=CC=C(C=C12)F)CC(=O)O)C ({4-[1-(2-chloro-benzenesulfonyl)-piperidin-4-yl]-6-fluoro-3-methyl-naphthalen-2-yl}-acetic acid). Isolated yield 85.0%. RXN SMILES: C[O:2][C:3](=[O:33])[CH2:4][C:5]1[C:14]([CH3:15])=[C:13]([CH:16]2[CH2:21][CH2:20][N:19]([S:22]([C:25]3[CH:30]=[CH:29][CH:28]=[CH:27][C:26]=3[Cl:31])(=[O:24])=[O:23])[CH2:18][CH2:17]2)[C:12]2[C:7](=[CH:8][CH:9]=[C:10]([F:32])[CH:11]=2)[CH:6]=1.O.[OH-].[Li+]>C1COCC1.O>[Cl:31][C:26]1[CH:27]=[CH:28][CH:29]=[CH:30][C:25]=1[S:22]([N:19]1[CH2:20][CH2:21][CH:16]([C:13]2[C:12]3[C:7](=[CH:8][CH:9]=[C:10]([F:32])[CH:11]=3)[CH:6]=[C:5]([CH2:4][C:3]([OH:33])=[O:2])[C:14]=2[CH3:15])[CH2:17][CH2:18]1)(=[O:23])=[O:24] |f:1.2.3|. Reported procedure: To a clear, almost colorless solution of {4-[1-(2-chloro-benzenesulfonyl)-piperidin-4-yl]-6-fluoro-3-methyl-naphthalen-2-yl}-acetic acid methyl ester (108 mg, 0.23 mmol) in THF (8.0 mL) was added a solution of lithium hydroxide monohydrate (106 mg, 4.4 mmol) in water (2.0 mL) The mixture was heated with a heat gun to give a clear solution. The resulting solution was stirred for 15 hours at room temperature. The solvent was removed under vacuum. The residue was diluted with water (˜20 mL) and the...